This data is from the Open Reaction Database (ORD), a public repository of structured organic reaction records. The task is: describe an organic reaction: reactants, conditions, products, and yield Reactants: ClC1=CC=C(NCC(=O)NC2=C(C=C(C=C2)S(N)(=O)=O)Cl)C=C1 (2-(p-Chloroanilino)-N-(2-chloro-4-sulphamoylphenyl)-acetamide), C=O (paraformaldehyde). Run in C(C)O (ethanol), O (water). Yields the product ClC1=CC=C(C=C1)N1CN(C(C1)=O)C1=C(C=C(C=C1)S(N)(=O)=O)Cl (1-(p-Chlorophenyl)-3-(2-chloro-4-sulphamoylphenyl)-imidazolidin-4-one). As a reaction SMILES: [Cl:1][C:2]1[CH:23]=[CH:22][C:5]([NH:6][CH2:7][C:8]([NH:10][C:11]2[CH:16]=[CH:15][C:14]([S:17](=[O:20])(=[O:19])[NH2:18])=[CH:13][C:12]=2[Cl:21])=[O:9])=[CH:4][CH:3]=1.[CH2:24]=O>C(O)C.O>[Cl:1][C:2]1[CH:3]=[CH:4][C:5]([N:6]2[CH2:7][C:8](=[O:9])[N:10]([C:11]3[CH:16]=[CH:15][C:14]([S:17](=[O:20])(=[O:19])[NH2:18])=[CH:13][C:12]=3[Cl:21])[CH2:24]2)=[CH:22][CH:23]=1. Reported procedure: 2-(p-Chloroanilino)-N-(2-chloro-4-sulphamoylphenyl)-acetamide (3g)was dissolved in ethanol (40 ml) and paraformaldehyde (0.5g) in water (80 ml) added thereto. The mixture was refluxed for 3 hours, cooled and filtered to yield the title product (2.1g), m.p. 222°-225°(ethanol).